The task is: describe an organic reaction: reactants, conditions, products, and yield. This data is from the Open Reaction Database (ORD), a public repository of structured organic reaction records. Starting materials: C, CC(=O)O, Cc1cc([N+](=O)[O-])c(O)c2c1CCC2=O, [Pd]. Product: CC(=O)Nc1cc(C)c2c(c1O)C(=O)CC2. RXN SMILES: [C:20].[CH3:16][C:17]([OH:18])=[O:19].[CH3:1][c:2]1[c:3]2[c:7]([c:8]([OH:14])[c:9]([N+:11]([O-:12])=[O:13])[cH:10]1)[C:6](=[O:15])[CH2:5][CH2:4]2.[Pd:21]>>[CH3:1][c:2]1[c:3]2[c:7]([c:8]([OH:14])[c:9]([NH:11][C:17]([CH3:16])=[O:18])[cH:10]1)[C:6](=[O:15])[CH2:5][CH2:4]2. Reactants: CO (methanol), OC1=CC=CC2=C1NC(C1=C(N2)N=C(C=C1)C(F)(F)F)=O (7-hydroxy-2-(trifluoromethyl)-6,11-dihydro-5H-pyrido[2,3-b][1,5]benzodiazepin-5-one). Run in C1CCOC1 (THF), C1CCOC1 (THF). Run at temperature 40 celsius. The product is FC(C=1C=CC2=C(NC=3C(NC2)=C(C=CC3)O)N1)(F)F (2-(Trifluoromethyl)-6,11-dihydro-5H-pyrido[2,3-b][1,5]benzodiazepin-7-ol), FC(C=1C=CC2=C(NC3=C(NC2)C=CC=C3O)N1)(F)F (2-(trifluoromethyl)-6,11-dihydro-5H-pyrido[2,3-b][1,5]benzodiazepin-10-ol). Reaction SMILES: [OH:1][C:2]1[C:7]2[NH:8][C:9](=O)[C:10]3[CH:16]=[CH:15][C:14]([C:17]([F:20])([F:19])[F:18])=[N:13][C:11]=3[NH:12][C:6]=2[CH:5]=[CH:4][CH:3]=1.[CH3:22][OH:23]>C1COCC1>[F:20][C:17]([F:18])([F:19])[C:14]1[CH:15]=[CH:16][C:10]2[CH2:9][NH:8][C:7]3=[C:2]([OH:1])[CH:3]=[CH:4][CH:5]=[C:6]3[NH:12][C:11]=2[N:13]=1.[F:20][C:17]([F:18])([F:19])[C:14]1[CH:15]=[CH:16][C:10]2[CH2:9][NH:8][C:7]3[CH:2]=[CH:3][CH:4]=[C:22]([OH:23])[C:6]=3[NH:12][C:11]=2[N:13]=1. Procedure: To 7-hydroxy-2-(trifluoromethyl)-6,11-dihydro-5H-pyrido[2,3-b][1,5]benzodiazepin-5-one (113 g, 0.38 mol) in THF (1.7 L) at 0° C. was added BH3 (1 M/THF, 1.5 L, 1.5 mol). After gas evolution subsided, the reaction was heated at 40° C. for 1 h. The reaction mixture was cooled to 0° C. and poured slowly into methanol. The resulting solution was partially concentrated, diluted with ethyl acetate, washed with 1 N HCl, saturated NaHCO3 and brine, dried over MgSO4, filtered and concentrated. The residu... Reactants: CCC(O)(CC)COc1ccc(C(CC)(CC)c2cc(C)cs2)cc1C, C1CCOC1, [Li]CCCC, COC(=O)Cl. Product: CCC(O)(CC)COc1ccc(C(CC)(CC)c2cc(C)c(C(=O)OC)s2)cc1C. As a reaction SMILES: [CH2:1]([CH3:2])[C:3]([CH2:4][CH3:5])([c:6]1[s:7][cH:8][c:9]([CH3:11])[cH:10]1)[c:12]1[cH:13][c:14]([CH3:26])[c:15]([O:16][CH2:17][C:18]([CH2:19][CH3:20])([CH2:21][CH3:22])[OH:23])[cH:24][cH:25]1.[CH2:37]1[O:38][CH2:39][CH2:40][CH2:41]1.[CH3:27][CH2:28][CH2:29][CH2:30][Li:31].[Cl:32][C:33](=[O:34])[O:35][CH3:36]>>[CH2:1]([CH3:2])[C:3]([CH2:4][CH3:5])([c:6]1[s:7][c:8]([C:33](=[O:34])[O:35][CH3:36])[c:9]([CH3:11])[cH:10]1)[c:12]1[cH:13][c:14]([CH3:26])[c:15]([O:16][CH2:17][C:18]([CH2:19][CH3:20])([CH2:21][CH3:22])[OH:23])[cH:24][cH:25]1. Reactants: NC=1C=CC(=NC1)C(=O)OC (methyl 5-aminopicolinate), ClC1=NC=C(C=N1)C1=CC=C(C=C1)OC (2-chloro-5-(4-methoxy-phenyl)-pyrimidine), CC1(C2=C(C(=CC=C2)P(C3=CC=CC=C3)C4=CC=CC=C4)OC5=C(C=CC=C51)P(C6=CC=CC=C6)C7=CC=CC=C7)C (xanthphos), C(=O)([O-])[O-].[Cs+].[Cs+] (Cs2CO3). The reagents and catalysts are CC(=O)[O-].CC(=O)[O-].[Pd+2] (Pd(OAc)2). The solvent is O1CCOCC1 (1,4-dioxane). Reaction conditions: temperature 130 celsius. Yields the product COC(=O)C1=NC=C(C=C1)NC1=NC=C(C=N1)C1=CC=C(C=C1)OC (5-[5-(4-methoxy-phenyl)-pyrimidin-2-ylamino]-pyridine-2-carboxylic acid methyl ester). Reaction SMILES: [NH2:1][C:2]1[CH:3]=[CH:4][C:5]([C:8]([O:10][CH3:11])=[O:9])=[N:6][CH:7]=1.Cl[C:13]1[N:18]=[CH:17][C:16]([C:19]2[CH:24]=[CH:23][C:22]([O:25][CH3:26])=[CH:21][CH:20]=2)=[CH:15][N:14]=1.CC1(C)C2C(=C(P(C3C=CC=CC=3)C3C=CC=CC=3)C=CC=2)OC2C(P(C3C=CC=CC=3)C3C=CC=CC=3)=CC=CC1=2.C([O-])([O-])=O.[Cs+].[Cs+]>CC([O-])=O.CC([O-])=O.[Pd+2].O1CCOCC1>[CH3:11][O:10][C:8]([C:5]1[CH:4]=[CH:3][C:2]([NH:1][C:13]2[N:14]=[CH:15][C:16]([C:19]3[CH:20]=[CH:21][C:22]([O:25][CH3:26])=[CH:23][CH:24]=3)=[CH:17][N:18]=2)=[CH:7][N:6]=1)=[O:9] |f:3.4.5,6.7.8|. Reported procedure: A vial is charged with methyl 5-aminopicolinate 2 (0.83 mmol), 2-chloro-5-(4-methoxy-phenyl)-pyrimidine 3 (0.83 mmol), Pd(OAc)2 (0.124 mmol), xanthphos (0.124 mmol), Cs2CO3 (0.83 mmol) and anhydrous 1,4-dioxane (5 mL). The vial is evacuated and refilled with N2 twice and the mixture is heated in a microwave oven at 130° C. for 20 min. The vial is cooled to it and the reaction mixture is diluted with DCM, washed with 10% NH4Cl solution, brine and dried over Na2SO4. The solvent is removed in vacuu... Reactants: COC(=O)C=1C(=C2C=C(C(N(C2=C(N1)C#N)CC1=CC=CC=C1)=O)CC1=CC=CC=C1)O (1,3-dibenzyl-8-cyano-5-hydroxy-2-oxo-1,2-dihydro-[1,7]naphthyridine-6-carboxylic acid methyl ester), NCC(=O)O (glycine), C[O-].[Na+] (NaOMe). Yields the product C(C1=CC=CC=C1)N1C(C(=CC2=C(C(=NC(=C12)C#N)C(=O)NCC(=O)O)O)CC1=CC=CC=C1)=O ([(1,3-Dibenzyl-8-cyano-5-hydroxy-2-oxo-1,2-dihydro-[1,7]naphthyridine-6-carbonyl)-amino]-acetic acid). The yield is 93.2%. Reaction SMILES: CO[C:3]([C:5]1[C:6]([OH:32])=[C:7]2[C:12](=[C:13]([C:15]#[N:16])[N:14]=1)[N:11]([CH2:17][C:18]1[CH:23]=[CH:22][CH:21]=[CH:20][CH:19]=1)[C:10](=[O:24])[C:9]([CH2:25][C:26]1[CH:31]=[CH:30][CH:29]=[CH:28][CH:27]=1)=[CH:8]2)=[O:4].[NH2:33][CH2:34][C:35]([OH:37])=[O:36].C[O-].[Na+]>>[CH2:17]([N:11]1[C:12]2[C:7](=[C:6]([OH:32])[C:5]([C:3]([NH:33][CH2:34][C:35]([OH:37])=[O:36])=[O:4])=[N:14][C:13]=2[C:15]#[N:16])[CH:8]=[C:9]([CH2:25][C:26]2[CH:27]=[CH:28][CH:29]=[CH:30][CH:31]=2)[C:10]1=[O:24])[C:18]1[CH:23]=[CH:22][CH:21]=[CH:20][CH:19]=1 |f:2.3|. Procedure: A mixture of 1,3-dibenzyl-8-cyano-5-hydroxy-2-oxo-1,2-dihydro-[1,7]naphthyridine-6-carboxylic acid methyl ester (30 mg, 0.071 mmol), glycine (2.82 g, 37.6 mmol) and NaOMe solution (56 mL, 28.2 mmol, 0.5 M in MeOH) was refluxed for 16 h. After the mixture was cooled to r.t., the solvent was evaporated in vacuo. The residue was dissolved in saturated NaHCO3 and washed with ether. The aqueous layer was acidified to pH 2 with 4M HCl, and the resulting mixture was extracted with EtOAc. The organic la... Conditions: temperature 60 celsius, time 3 hour. The product is CC1=CC=CC=2C=C(CN3C(C21)=CC=2C=CC=CC23)C(=O)O (methyl 7H-indolo[2,1-a][2]benzazepine-6-carboxylic acid), methyl ester. Solvent: O (H2O), CN(C)C=O (DMF). Yield: 97.7%. The reactants are COP(=O)(OC)C(C(=O)OC)=C (methyl 2-(dimethoxyphosphoryl)acrylate), C([O-])([O-])=O.[Cs+].[Cs+] (cesium carbonate), C1(CCCCC1)C1=C2N(C3=CC(=CC=C13)C(=O)NS(=O)(=O)N(C)C)C(C1=CC(=CC=C12)OC)O (11-cyclohexyl-N-[(dimethylamino)sulfonyl]-6-hydroxy-8-methoxy-6H-isoindolo[2,1-a]indole-3-carboxamide), COP(=O)(OC)C(C(=O)OC)=C (methyl 2-(dimethoxyphosphoryl)acrylate), C([O-])([O-])=O.[Cs+].[Cs+] (cesium carbonate), Cl (HCl). Procedure details: A solution of 11-cyclohexyl-N-[(dimethylamino)sulfonyl]-6-hydroxy-8-methoxy-6H-isoindolo[2,1-a]indole-3-carboxamide (cyclic hemiaminal) (63.0 g, 130 mmol), methyl 2-(dimethoxyphosphoryl)acrylate (60 g, 261 mmol), cesium carbonate (106 g, 326 mmol) in DMF (400 mL) was heated at 60° C. (bath temp) for 4.5 h. Additional methyl 2-(dimethoxyphosphoryl)acrylate (15 g, 65 mmol) and cesium carbonate (21.2 g, 65 mmol) were added and the reaction was heated at 60° C. overnight then and cooled to rt. The s... As a reaction SMILES: C1([C:7]2[C:15]3[C:10](=[CH:11][C:12](C(NS(N(C)C)(=O)=O)=O)=[CH:13][CH:14]=3)[N:9]3[CH:25](O)[C:26]4[C:31]([C:8]=23)=[CH:30][CH:29]=[C:28](OC)[CH:27]=4)CCCCC1.COP([C:41](=[CH2:46])[C:42](OC)=O)(OC)=O.[C:47](=[O:50])([O-])[O-:48].[Cs+].[Cs+].Cl>CN(C=O)C.O>[CH3:42][C:41]1[C:46]2[C:8]3=[CH:7][C:15]4[CH:14]=[CH:13][CH:12]=[CH:11][C:10]=4[N:9]3[CH2:25][C:26]([C:47]([OH:48])=[O:50])=[CH:27][C:28]=2[CH:29]=[CH:30][CH:31]=1 |f:2.3.4|. Procedure: Following a procedure resembling that of Example 11, a beverage is prepared by first preparing a mixture of about 43 grams of citric anhydride and 957 grams of water to prepare 100 grams of water to provide 1000 grams of 0.25 molar solution of citric acid. Using power mixing, about 90 grams of Corn Starch Solids marketed as C-STAR-DRY GLO 1920 from Cerestar, Cargill Foods, Cedar Rapids, Iowa, 52406-1467. Such dispersion was aged for 15 minutes, and then a mixture consisting of orange flavor, an ... Product: solution, C(CC(O)(C(=O)O)CC(=O)O)(=O)O (citric acid). As a reaction SMILES: [CH2:1]1[C:7]([OH:12])([CH2:8][C:9]([OH:11])=[O:10])[C:5](=[O:6])[O:4][C:2]1=[O:3].[OH2:13]>>[C:2]([OH:13])(=[O:3])[CH2:1][C:7]([CH2:8][C:9]([OH:11])=[O:10])([C:5]([OH:4])=[O:6])[OH:12]. The reactants are C1C(=O)OC(=O)C1(CC(=O)O)O (citric anhydride), O (water), O (water). Starting materials: CC1=NC(=C(C(=N1)Cl)[N+](=O)[O-])NC(CC)CC (2-methyl-4-chloro-5-nitro-6-(3-pentylamino)-pyrimidine), C1(CC1)[O-].[Na+] (sodium cyclopropanolate). Solvent: CS(=O)C (dimethyl sulphoxide). Product: CC1=NC(=C(C(=N1)OC1CC1)[N+](=O)[O-])NC(CC)CC (2-methyl-4-cyclopropoxy-5-nitro-6-(3-pentylamino)-pyrimidine). As a reaction SMILES: [CH3:1][C:2]1[N:7]=[C:6](Cl)[C:5]([N+:9]([O-:11])=[O:10])=[C:4]([NH:12][CH:13]([CH2:16][CH3:17])[CH2:14][CH3:15])[N:3]=1.[CH:18]1([O-:21])[CH2:20][CH2:19]1.[Na+]>CS(C)=O>[CH3:1][C:2]1[N:7]=[C:6]([O:21][CH:18]2[CH2:20][CH2:19]2)[C:5]([N+:9]([O-:11])=[O:10])=[C:4]([NH:12][CH:13]([CH2:16][CH3:17])[CH2:14][CH3:15])[N:3]=1 |f:1.2|. Procedure: 12.9 g of 2-methyl-4-chloro-5-nitro-6-(3-pentylamino)-pyrimidine (0.05 mole) are reacted in dimethyl sulphoxide (c. 100 ml) with 4.0 g of sodium cyclopropanolate (0.05 mole) to yield 2-methyl-4-cyclopropoxy-5-nitro-6-(3-pentylamino)-pyrimidine. Starting materials: CC(C)=O, COc1ccc(C2(CNC(=O)c3cc4cc(Cl)ncc4[nH]3)OCCO2)cc1, Cl. The product is COc1ccc(C(=O)CNC(=O)c2cc3cc(Cl)ncc3[nH]2)cc1. RXN SMILES: [CH3:29][C:30](=[O:31])[CH3:32].[CH3:2][O:3][c:4]1[cH:5][cH:6][c:7]([C:10]2([CH2:15][NH:16][C:17](=[O:18])[c:19]3[cH:20][c:21]4[c:22]([cH:23][n:24][c:25]([Cl:27])[cH:26]4)[nH:28]3)[O:11][CH2:14][CH2:13][O:12]2)[cH:8][cH:9]1.[ClH:1]>>[CH3:2][O:3][c:4]1[cH:5][cH:6][c:7]([C:10](=[O:11])[CH2:15][NH:16][C:17](=[O:18])[c:19]2[cH:20][c:21]3[c:22]([cH:23][n:24][c:25]([Cl:27])[cH:26]3)[nH:28]2)[cH:8][cH:9]1.